Dataset: the Open Reaction Database (ORD), a public repository of structured organic reaction records. Task: describe an organic reaction: reactants, conditions, products, and yield As a reaction SMILES: [BH4-:1].[CH2:3]([CH3:4])[O:5][c:6]1[n:7][cH:8][cH:9][c:10]([C:12](=[O:13])[O:14][CH2:15][CH3:16])[cH:11]1.[CH3:17][CH2:18][OH:19].[Cl:20][CH2:21][Cl:22].[Na+:2]>>[CH2:3]([CH3:4])[O:5][c:6]1[n:7][cH:8][cH:9][c:10]([CH2:12][OH:13])[cH:11]1. Starting materials: [BH4-], CCOC(=O)c1ccnc(OCC)c1, CCO, ClCCl, [Na+]. Yields the product CCOc1cc(CO)ccn1.